Dataset: the Open Reaction Database (ORD), a public repository of structured organic reaction records. Task: describe an organic reaction: reactants, conditions, products, and yield Reactants: OC1=CC=C2C(=NC=NC2=C1)OC=1C=C2C=C(NC2=CC1)C (7-hydroxy-4-(2-methylindol-5-yloxy)quinazoline), N(=NC(=O)OC(C)C)C(=O)OC(C)C (diisopropyl azodicarboxylate), C1(=CC=CC=C1)P(C1=CC=CC=C1)C1=CC=CC=C1 (triphenylphosphine), OCC1CCN(CC1)C(=O)OC(C)(C)C (4-hydroxymethyl-1-tert-butoxycarbonylpiperidine). Run in C(Cl)Cl (methylene chloride). Run at time 8 hour. Yields the product C(C)(C)(C)OC(=O)N1CCC(CC1)COC1=CC=C2C(=NC=NC2=C1)OC=1C=C2C=C(NC2=CC1)C (7-(1-tert-butoxycarbonylpiperidin-4-ylmethoxy)-4-(2-methylindol-5-yloxy)quinazoline). Isolated yield 42.2%. Reaction SMILES: [OH:1][C:2]1[CH:11]=[C:10]2[C:5]([C:6]([O:12][C:13]3[CH:14]=[C:15]4[C:19](=[CH:20][CH:21]=3)[NH:18][C:17]([CH3:22])=[CH:16]4)=[N:7][CH:8]=[N:9]2)=[CH:4][CH:3]=1.C1(P(C2C=CC=CC=2)C2C=CC=CC=2)C=CC=CC=1.O[CH2:43][CH:44]1[CH2:49][CH2:48][N:47]([C:50]([O:52][C:53]([CH3:56])([CH3:55])[CH3:54])=[O:51])[CH2:46][CH2:45]1.N(C(OC(C)C)=O)=NC(OC(C)C)=O>C(Cl)Cl>[C:53]([O:52][C:50]([N:47]1[CH2:48][CH2:49][CH:44]([CH2:43][O:1][C:2]2[CH:11]=[C:10]3[C:5]([C:6]([O:12][C:13]4[CH:14]=[C:15]5[C:19](=[CH:20][CH:21]=4)[NH:18][C:17]([CH3:22])=[CH:16]5)=[N:7][CH:8]=[N:9]3)=[CH:4][CH:3]=2)[CH2:45][CH2:46]1)=[O:51])([CH3:56])([CH3:54])[CH3:55]. Procedure: A solution of 7-hydroxy-4-(2-methylindol-5-yloxy)quinazoline (423 mg, 1.45 mol), (prepared as described for the starting material in Example 82), triphenylphosphine (685 mg, 2.61 mmol), 4-hydroxymethyl-1-tert-butoxycarbonylpiperidine (500 mg, 2.32 mmol), (prepared as described for the starting material in Example 10), and diisopropyl azodicarboxylate (528 mg, 2.61 mmol) in methylene chloride (18 ml) was stirred overnight at ambient temperature. The mixture was then poured onto a column of silica...